Dataset: the Open Reaction Database (ORD), a public repository of structured organic reaction records. Task: describe an organic reaction: reactants, conditions, products, and yield Starting materials: COC(=O)Cc1ccc(Cl)c2nc(OC(F)F)c(Cc3ccc(S(C)(=O)=O)cc3)c(C)c12, CO, CC(=O)O, [Li+], [OH-], O. The product is Cc1c(Cc2ccc(S(C)(=O)=O)cc2)c(OC(F)F)nc2c(Cl)ccc(CC(=O)O)c12. Reaction SMILES: [CH3:1][O:2][C:3]([CH2:4][c:5]1[c:6]2[c:7]([CH3:31])[c:8]([CH2:20][c:21]3[cH:22][cH:23][c:24]([S:27](=[O:28])(=[O:29])[CH3:30])[cH:25][cH:26]3)[c:9]([O:16][CH:17]([F:18])[F:19])[n:10][c:11]2[c:12]([Cl:15])[cH:13][cH:14]1)=[O:32].[CH3:33][OH:34].[CH3:38][C:39](=[O:40])[OH:41].[Li+:35].[OH-:36].[OH2:37]>>[O:2]=[C:3]([CH2:4][c:5]1[c:6]2[c:7]([CH3:31])[c:8]([CH2:20][c:21]3[cH:22][cH:23][c:24]([S:27](=[O:28])(=[O:29])[CH3:30])[cH:25][cH:26]3)[c:9]([O:16][CH:17]([F:18])[F:19])[n:10][c:11]2[c:12]([Cl:15])[cH:13][cH:14]1)[OH:32]. Reactants: ClCCl, CC(C)c1csc(CO)n1, O=[Cr](=O)([O-])O[Cr](=O)(=O)[O-], c1cc[nH+]cc1, c1cc[nH+]cc1. The product is CC(C)c1csc(C=O)n1. RXN SMILES: [CH2:32]([Cl:33])[Cl:34].[CH:1]([CH3:2])([CH3:3])[c:4]1[n:5][c:6]([CH2:9][OH:10])[s:7][cH:8]1.[Cr:11]([O:12][Cr:13]([O-:14])(=[O:15])=[O:16])([O-:17])(=[O:18])=[O:19].[nH+:20]1[cH:21][cH:22][cH:23][cH:24][cH:25]1.[nH+:26]1[cH:27][cH:28][cH:29][cH:30][cH:31]1>>[CH:1]([CH3:2])([CH3:3])[c:4]1[n:5][c:6]([CH:9]=[O:10])[s:7][cH:8]1.